Dataset: the Open Reaction Database (ORD), a public repository of structured organic reaction records. Task: describe an organic reaction: reactants, conditions, products, and yield The reactants are Oc1c(nc(Br)c2cccnc12)C(=O)NCc3ccc(F)cc3, CN(C)c1ccc(cc1)B2OC(C)(C)C(C)(C)O2. The reagents and catalysts are CCN=P(N=P(N(C)C)(N(C)C)N(C)C)(N(C)C)N(C)C (P2-Et), CC(C)c1cc(C(C)C)c(-c2ccccc2[PH](C(C)(C)C)(C(C)(C)C)[Pd]2(OS(C)(=O)=O)Nc3ccccc3-c3ccccc32)c(C(C)C)c1 (tBuXphos G3). Solvent: CS(C)=O (DMSO), O (water), CS(C)=O (DMSO), CS(C)=O (DMSO), CS(C)=O (DMSO). Run at time 22 hour. Yields the product CN(C)c1ccc(cc1)c2nc(C(=O)NCc3ccc(F)cc3)c(O)c4ncccc24, Oc1c(nc(Br)c2cccnc12)C(=O)NCc3ccc(F)cc3, c1ccc(-c2ccccc2)cc1. Starting materials: N(=[N+]=[N-])C[C@H]([C@@H]([C@@H]([C@H](C=O)O)O)O)O (6-azido-6-deoxygalactose), CCOC(=O)C.CCCCCC (EtOAc Hexane), B(F)(F)F.CCOCC (BF3.OEt2), SiO2. Run in C(C1=CC=CC=C1)O (benzyl alcohol), C(C1=CC=CC=C1)O (Benzyl alcohol). Reaction conditions: temperature 80 celsius, time 20 minute. The product is CO[C@H]1CNC[C@H]([C@@H]([C@H]1O)O)O ((3S,4R,5S,6R)-3-methoxy-4,5,6-trihydroxyazepane). RXN SMILES: [N:1]([CH2:4][C@@H:5]([OH:14])[C@H:6]([OH:13])[C@H:7]([OH:12])[C@@H:8]([OH:11])[CH:9]=O)=[N+]=[N-].B(F)(F)F.[CH3:19]COCC.CCOC(C)=O.CCCCCC>C(O)C1C=CC=CC=1>[CH3:19][O:11][C@@H:8]1[C@H:7]([OH:12])[C@@H:6]([OH:13])[C@H:5]([OH:14])[CH2:4][NH:1][CH2:9]1 |f:1.2,3.4|. Procedure: A suspension of 6-azido-6-deoxy-D-galactose 14 (1.63 g, 7.9 mmol) obtained as describe above in benzyl alcohol (5 mL) was heated to 80° C. and BF3.OEt2 (984 μL, 8 mmol) was added dropwise. After 20 minutes the suspension became transparent. The solution was allowed to cool down. The reaction mixture was passed through a SiO2 column. Benzyl alcohol came out first using EtOAc:Hexane 1:5, then benzyl 6-azido-6-deoxy-D-galactopyranoside was separated from the furanose byproduct with EtOAc as eluent ... The reactants are C1(OC(C2CC=CCC12)=O)=O (4,7,3a,7a-Tetrahydroisobenzofuran-1,3-dione), [BH4-].[Na+] (sodium borohydride). The solvent is CC(C)O (2-propanol). Product: C1(OCC2CC=CCC12)=O (4,7,3a,7a-tetrahydroisobenzofuran-1(3H)-one). As a reaction SMILES: [C:1]1(=[O:11])[CH:9]2[CH:4]([CH2:5][CH:6]=[CH:7][CH2:8]2)[C:3](=O)[O:2]1.[BH4-].[Na+]>CC(O)C>[C:1]1(=[O:11])[CH:9]2[CH:4]([CH2:5][CH:6]=[CH:7][CH2:8]2)[CH2:3][O:2]1 |f:1.2|. Reported procedure: 4,7,3a,7a-Tetrahydroisobenzofuran-1,3-dione is added to a solution sodium borohydride in 2-propanol at room temperature and reacted to obtain 4,7,3a,7a-tetrahydroisobenzofuran-1(3H)-one. Starting materials: N([C@@H](CC(C)C)C(=O)O)C(=O)OCC1=CC=CC=C1 (Cbz-L-LeuOH), N1[C@H](C(=O)OC)CCC1 (L-ProOMe). Product: N([C@@H](CC(C)C)C(=O)N1[C@H](C(=O)OC)CCC1)C(=O)OCC1=CC=CC=C1 (Cbz-L-Leu-L-ProOMe). RXN SMILES: [NH:1]([C:10]([O:12][CH2:13][C:14]1[CH:19]=[CH:18][CH:17]=[CH:16][CH:15]=1)=[O:11])[C@H:2]([C:7]([OH:9])=O)[CH2:3][CH:4]([CH3:6])[CH3:5].[NH:20]1[CH2:28][CH2:27][CH2:26][C@H:21]1[C:22]([O:24][CH3:25])=[O:23]>>[NH:1]([C:10]([O:12][CH2:13][C:14]1[CH:19]=[CH:18][CH:17]=[CH:16][CH:15]=1)=[O:11])[C@H:2]([C:7]([N:20]1[CH2:28][CH2:27][CH2:26][C@H:21]1[C:22]([O:24][CH3:25])=[O:23])=[O:9])[CH2:3][CH:4]([CH3:5])[CH3:6]. Reported procedure: Cbz-L-LeuOH (0.01 mol) was coupled to L-ProOMe (0.01 mol) to form Cbz-L-Leu-L-ProOMe which was then deesterified to yield Cbz-L-Leu-L-ProOH, using the procedure outlined in Example 8 for the preparation of Cbz-L-Asn-L-(O-t-butyl)-ThrOH.